Dataset: the Open Reaction Database (ORD), a public repository of structured organic reaction records. Task: describe an organic reaction: reactants, conditions, products, and yield Starting materials: Cl (HCl), CC=1C=C(C=CC1)[C@@H](CO)O ((S)-1-(3-methylphenyl)-1,2-ethanediol), C1(=CC=C(C=C1)S(=O)(=O)Cl)C (p-toluenesulfonyl chloride). Reagents/catalysts: CN(C1=CC=NC=C1)C (4-dimethylaminopyridine). Run in N1=CC=CC=C1 (pyridine). Reaction conditions: time 17 hour. Product: S(=O)(=O)(C1=CC=C(C)C=C1)OC[C@@H](O)C1=CC(=CC=C1)C ((S)-1-(3-Methylphenyl)-1,2-ethanediol 2-tosylate). The yield is 84.2%. RXN SMILES: [CH3:1][C:2]1[CH:3]=[C:4]([C@H:8]([OH:11])[CH2:9][OH:10])[CH:5]=[CH:6][CH:7]=1.[C:12]1([CH3:22])[CH:17]=[CH:16][C:15]([S:18](Cl)(=[O:20])=[O:19])=[CH:14][CH:13]=1.Cl>N1C=CC=CC=1.CN(C)C1C=CN=CC=1>[S:18]([O:10][CH2:9][C@H:8]([C:4]1[CH:5]=[CH:6][CH:7]=[C:2]([CH3:1])[CH:3]=1)[OH:11])([C:15]1[CH:16]=[CH:17][C:12]([CH3:22])=[CH:13][CH:14]=1)(=[O:20])=[O:19]. Procedure details: To a stirred solutioll of (S)-1-(3-methylphenyl)-1,2-ethanediol (1.78 g, 11.7 mmol) in pyridine (35 ml) was added p-toluenesulfonyl chloride (2.46 g, 12.9 mmol), and 4-dimethylaminopyridine (1.58 g, 12.9mmol) at 0° C. and the reaction mixture was stirred at 0° C. to rt for 17 h. The reaction mixture was acidified with 6 N HCl aqueous solution and extracted with CH2Cl2. The extract was washed with water and brine, dried (Na2SO4), and concentrated to give 3.02 g of yellow oil, which was purified b... The reactants are ClCCl (Dichloromethane), C(C)OC(=O)[C@H]1CN(CCC1)CCO\C=C(/C1=C(C=CC=C1)C)\C1=CC(=CC=C1)F (Z-(R)-1-[2-[[2-(3-Fluorophenyl)-2-(2-methylphenyl)-ethenyl] oxy]ethyl]-3-piperidine carboxylic acid ethyl ester), [OH-].[Na+] (sodium hydroxide), Cl (hydrochloric acid), resultant precipitate. Run in C(C)O (ethanol). Run at time 5 hour. The product is Cl.FC=1C=C(C=CC1)/C(=C/OCCN1C[C@@H](CCC1)C(=O)O)/C1=C(C=CC=C1)C (Z-(R)-1-[2-[[2-(3-Fluorophenyl)-2-(2-methylphenyl) ethenyl]oxy]ethyl]-3-piperidine carboxylic acid hydrochloride). Yield: 24.0%. As a reaction SMILES: C([O:3][C:4]([C@@H:6]1[CH2:11][CH2:10][CH2:9][N:8]([CH2:12][CH2:13][O:14]/[CH:15]=[C:16](/[C:24]2[CH:29]=[CH:28][CH:27]=[C:26]([F:30])[CH:25]=2)\[C:17]2[CH:22]=[CH:21][CH:20]=[CH:19][C:18]=2[CH3:23])[CH2:7]1)=[O:5])C.[OH-].[Na+].Cl.[Cl:34]CCl>C(O)C>[ClH:34].[F:30][C:26]1[CH:25]=[C:24](/[C:16](/[C:17]2[CH:22]=[CH:21][CH:20]=[CH:19][C:18]=2[CH3:23])=[CH:15]/[O:14][CH2:13][CH2:12][N:8]2[CH2:9][CH2:10][CH2:11][C@@H:6]([C:4]([OH:5])=[O:3])[CH2:7]2)[CH:29]=[CH:28][CH:27]=1 |f:1.2,6.7|. Procedure: E or Z-(R)-1-[2-[[2-(3-Fluorophenyl)-2-(2-methylphenyl)-ethenyl] oxy]ethyl]-3-piperidine carboxylic acid ethyl ester (0.40 g, 0.00097 mol) (prepared as described in Method A) was dissolved in ethanol (5 ml) and 12 N sodium hydroxide solution (0.3 ml) was introduced. After stirring the solution at room temperature for 5 h, 37% hydrochloric acid solution was added until the pH was measured as ca. 1. Dichloromethane (250 ml) was introduced, and the resultant precipitate was dissolved by addition of... Starting materials: OS(=O)(=O)O (H2SO4), C(C)(=O)C=1C(NC(NC1)=O)=O (5-acetyluracil), Cl.Cl.N1=CC=CC2=C(C=CC=C12)NN (5-quinolinylhydrazine dihydrochloride), Cl (HCl), C(CCC)O (n-butanol). Conditions: temperature 23 celsius. Yields the product CC1=NN(C=C1C(=O)OCCCC)C1=C2C=CC=NC2=CC=C1 (n-Butyl 3-methyl-1-(quinolin-5-yl)-1H-pyrazole-4-carboxylate). Yield: 60.0%. RXN SMILES: [C:1]([C:4]1[C:5](=[O:11])NC(=O)N[CH:9]=1)(=O)[CH3:2].Cl.Cl.[N:14]1[C:23]2[C:18](=[C:19]([NH:24][NH2:25])[CH:20]=[CH:21][CH:22]=2)[CH:17]=[CH:16][CH:15]=1.Cl.[OH:27]S(O)(=O)=O.[CH2:32](O)[CH2:33][CH2:34][CH3:35]>>[CH3:2][C:1]1[C:4]([C:5]([O:11][CH2:32][CH2:33][CH2:34][CH3:35])=[O:27])=[CH:9][N:24]([C:19]2[CH:20]=[CH:21][CH:22]=[C:23]3[C:18]=2[CH:17]=[CH:16][CH:15]=[N:14]3)[N:25]=1 |f:1.2.3|. Reported procedure: A mixture of 5-acetyluracil (0.231 g, 1.5 mmol), 5-quinolinylhydrazine dihydrochloride (0.418 g, 1.8 mmol) and HCl (conc., 0.75 mL, 9 mmol) in n-butanol (15 mL) was heated at reflux for 20 h, cooled to 23° C., and concentrated in vacuo. The residue was dissolved in n-butanol (10 mL). The resulting solution was treated with H2SO4 (conc., 0.96 mL, 18 mmol), heated at reflux for 20 h, cooled to 23° C. and concentrated in vacuo. The residue was partitioned between EtOAc and NaOH (1 M). The aqueous l... The reactants are FC1=C(C=C(C=C1)C1=NC=CC=C1C=1C=C2C=NN(C2=CC1)C(=O)N1N=CC2=CC(=CC=C12)C=1C(=NC=CC1)C1=CC(=C(C=C1)F)C)C (bis(5-(2-(4-fluoro-3-methylphenyl)pyridin-3-yl)-1H-indazol-1-yl)methanone), CNN (MeNHNH2), enamine, ClC=1C=C(C=CC1F)C1=NC=CC=C1C=1C=CC=2N(C1)C(=CN2)C2=NNC=C2 (6-(2-(3-Chloro-4-fluorophenyl)pyridin-3-yl)-3-(1H-pyrazol-3-yl)imidazo[1,2-a]pyridine). The product is ClC=1C=C(C=CC1F)C1=NC=CC=C1C=1C=CC=2N(C1)C(=CN2)C2=NN(C=C2)C (6-(2-(3-Chloro-4-fluorophenyl)pyridin-3-yl)-3-(1-methyl-1H-pyrazol-3-yl)imidazo[1,2-a]pyridine). RXN SMILES: [CH3:1]NN.[Cl:4][C:5]1[CH:6]=[C:7]([C:12]2[C:17]([C:18]3[CH:19]=[CH:20][C:21]4[N:22]([C:24]([C:27]5[CH:31]=[CH:30][NH:29][N:28]=5)=[CH:25][N:26]=4)[CH:23]=3)=[CH:16][CH:15]=[CH:14][N:13]=2)[CH:8]=[CH:9][C:10]=1[F:11].FC1C=CC(C2C(C3C=C4C(=CC=3)N(C(N3C5C(=CC(C6C(C7C=CC(F)=C(C)C=7)=NC=CC=6)=CC=5)C=N3)=O)N=C4)=CC=CN=2)=CC=1C>>[Cl:4][C:5]1[CH:6]=[C:7]([C:12]2[C:17]([C:18]3[CH:19]=[CH:20][C:21]4[N:22]([C:24]([C:27]5[CH:31]=[CH:30][N:29]([CH3:1])[N:28]=5)=[CH:25][N:26]=4)[CH:23]=3)=[CH:16][CH:15]=[CH:14][N:13]=2)[CH:8]=[CH:9][C:10]=1[F:11]. Reported procedure: 6-(2-(3-Chloro-4-fluorophenyl)pyridin-3-yl)-3-(1-methyl-1H-pyrazol-3-yl)imidazo[1,2-a]pyridine was prepared by the reaction of MeNHNH2 and enamine, analogous to the preparation of 6-(2-(3-Chloro-4-fluorophenyl)pyridin-3-yl)-3-(1H-pyrazol-3-yl)imidazo[1,2-a]pyridine. 1H NMR (300 MHz, DMSO-d6): δ 8.74 (dd, J=4.8, 1.6 Hz, 1H), 8.43 (dd, J=1.7, 0.9 Hz, 1H), 8.42 (s, 1H), 8.04 (dd, J=7.8, 1.6 Hz, 1H), 7.89 (dd, J=9.4, 0.8 Hz, 1H), 7.73 (dt, J=8.1, 1.1 Hz, 1H), 7.67 (d, J=2.0 Hz, 1H), 7.56 (dd, J=7.8,... Reactants: COc1cccc(N2CCN(C=O)CC2)n1, Cl, [Na+], [OH-]. Product: COc1cccc(N2CCNCC2)n1. Reaction SMILES: [CH3:1][O:2][c:3]1[cH:4][cH:5][cH:6][c:7]([N:9]2[CH2:10][CH2:11][N:12]([CH:15]=[O:16])[CH2:13][CH2:14]2)[n:8]1.[ClH:19].[Na+:18].[OH-:17]>>[CH3:1][O:2][c:3]1[cH:4][cH:5][cH:6][c:7]([N:9]2[CH2:10][CH2:11][NH:12][CH2:13][CH2:14]2)[n:8]1. The reactants are N1=CN=C2N=CNC2=C1N (Adenine), C1(OC[C@@H](C)O1)=O ((R)-propylene carbonate), N1=CN=C2N=CNC2=C1N (adenine), C[C@H](CN1C=NC2=C1N=CN=C2N)OCP(=O)(O)O (PMPA), CC(C)([O-])C.[Mg+2].CC(C)([O-])C (Magnesium t-Butoxide), CS(=O)(=O)O (methanesulfonic acid). The reagents and catalysts are [OH-].[Na+] (sodium hydroxide). Solvent: C1(=CC=CC=C1)C (toluene), CN(C)C=O (DMF), C1(=CC=CC=C1)C (toluene). Run at temperature 130 celsius, time 1 hour. The product is O[C@@H](CN1C2=NC=NC(=C2N=C1)N)C ((R)-9-[2-(hydroxy)propyl]adenine). The yield is 75.0%. RXN SMILES: N1C(N)=C2C(N=CN2)=NC=1.[CH3:11][C@@H:12]([O:24]CP(O)(O)=O)[CH2:13][N:14]1[C:18]2[N:19]=[CH:20][N:21]=[C:22]([NH2:23])[C:17]=2[N:16]=[CH:15]1.CC(C)([O-])C.[Mg+2].CC(C)([O-])C.C1(=O)O[C@H](C)CO1.CS(O)(=O)=O>CN(C=O)C.[OH-].[Na+].C1(C)C=CC=CC=1>[OH:24][C@H:12]([CH3:11])[CH2:13][N:14]1[CH:15]=[N:16][C:17]2[C:18]1=[N:19][CH:20]=[N:21][C:22]=2[NH2:23] |f:2.3.4,8.9|. Reported procedure: Adenine to PMPA using Magnesium t-Butoxide. To a suspension of adenine (40 g, 0.296 mol) in DMF (41.9 ml) was added (R)-propylene carbonate (34.5 g, 0.338 mol) and sodium hydroxide (0.480 g, 0.012 mol). The mixture was heated at 130° C. overnight. The reaction was cooled to 100° C. and toluene (138 ml) was added followed by methanesulfonic acid (4.7 g, 0.049 mol) while maintaining the reaction temperature between 100-110° C. Additional toluene (114 ml) was added to create a homogeneous solution....